Dataset: the Open Reaction Database (ORD), a public repository of structured organic reaction records. Task: describe an organic reaction: reactants, conditions, products, and yield As a reaction SMILES: [Br:1][CH2:2][CH2:3][O:4][c:5]1[cH:6][c:7]([CH:8]=[O:9])[cH:10][cH:11][cH:12]1.[CH2:13]1[CH2:14][S:15][CH2:16][CH2:17][NH:18]1.[K+:19].[K+:20].[O-:21][C:22]([O-:23])=[O:24].[O:25]=[CH:26][N:27]([CH3:28])[CH3:29]>>[CH2:2]([CH2:3][O:4][c:5]1[cH:6][c:7]([CH:8]=[O:9])[cH:10][cH:11][cH:12]1)[N:18]1[CH2:13][CH2:14][S:15][CH2:16][CH2:17]1. The product is O=Cc1cccc(OCCN2CCSCC2)c1. Reactants: O=Cc1cccc(OCCBr)c1, C1CSCCN1, [K+], [K+], O=C([O-])[O-], CN(C)C=O. Reactants: Cd Pb, Cd, CC1=C(C2=C(C(N3[C@H]([C@@H](N2C(=O)OCC(Cl)(Cl)Cl)O)CCC3)=O)C=C1OC)OC ((11S,11aS)-8-Methyl-7,9-dimethoxy-11-hydroxy-10-N-(2′,2′,2′-trichloroethoxylcarbonyl)-1,2,3,10,11,11a-hexahydro-5H-pyrrolo[2,1-c][1,4] benzodiazepin-5-one). Run in C1CCOC1 (THF), NH4OAc, CCOC(=O)C (EtOAc). Yields the product CC1=C(C2=C(C(N3C(C=N2)CCC3)=O)C=C1OC)OC (8-Methyl-7,9-dimethoxy-1,2,3,11a-tetrahydropyrrolo[2,1-c][1,4]benzodiazepin-5-one). The yield is 94.4%. As a reaction SMILES: [CH3:1][C:2]1[C:25]([O:26][CH3:27])=[CH:24][C:5]2[C:6](=[O:23])[N:7]3[CH2:22][CH2:21][CH2:20][C@H:8]3[C@H:9](O)[N:10](C(OCC(Cl)(Cl)Cl)=O)[C:4]=2[C:3]=1[O:28][CH3:29]>C1COCC1.CCOC(C)=O>[CH3:1][C:2]1[C:25]([O:26][CH3:27])=[CH:24][C:5]2[C:6](=[O:23])[N:7]3[CH2:22][CH2:21][CH2:20][CH:8]3[CH:9]=[N:10][C:4]=2[C:3]=1[O:28][CH3:29]. Reported procedure: 10% Cd/Pb couple (1.34 g; 10.7 mmol Cd) was added to a rapidly stirring solution of 193 (1 g; 2.14 mmol) in a mixture of THF (15 ML) and 1 N NH4OAc (15 mL). After 3.5 hours the reaction was diluted with EtOAc (150 mL). The solution was dried over anhydrous MgSO4 and the solids were filtered and rinsed with EtOAc (50 mL). Removal of excess solvent yielded the product (194) as a white glass (554 mg, 2.021 mmol, 94%). 1H NMR (270 MHz, CDCl3) (mixture of imine and methyl ether forms) δ 7.72 (imine, ... Starting materials: COC(C1=C(C=C(C=C1)C#N)Cl)=O (2-chloro-4-cyano benzoic acid methyl ester), C([O-])([O-])=O.[K+].[K+] (potassium carbonate), OO (hydrogen peroxide). Run in CS(=O)C (dimethylsulfoxide). Conditions: time 8 hour. The product is COC(C1=C(C=C(C(=O)N)C=C1)Cl)=O (2-Chloro-terephthalamic acid methyl ester). Yield: 498.0%. RXN SMILES: [CH3:1][O:2][C:3](=[O:13])[C:4]1[CH:9]=[CH:8][C:7]([C:10]#[N:11])=[CH:6][C:5]=1[Cl:12].C(=O)([O-])[O-:15].[K+].[K+].OO>CS(C)=O>[CH3:1][O:2][C:3](=[O:13])[C:4]1[CH:9]=[CH:8][C:7]([C:10]([NH2:11])=[O:15])=[CH:6][C:5]=1[Cl:12] |f:1.2.3|. Reported procedure: A mixture of 2-chloro-4-cyano benzoic acid methyl ester (12.4 g, 63.4 mmol) and potassium carbonate (1.3 g, 9.4 mmol) in dimethylsulfoxide (40 mL) was treated dropwise under cooling with 30% hydrogen peroxide (7.6 mL). The mixture was allowed to warm to room temperature and stirred overnight. The solution was quenched with water and the resulting precipitate collected by filtration. The crude material was dissolved in dichloromethane and absorbed on a silica gel Merck-60 flash column. Elution wi... The reactants are C(C)OC1=CC=C(C=C1)NC(=O)C1=CNC=2CCCC(C12)=O (N-(4-ethoxyphenyl)-4-oxo-4,5,6,7-tetrahydro-1H-indole-3-carboxamide), C([O-])([O-])=O.[K+].[K+] (potassium carbonate), C([O-])([O-])=O.[Cs+].[Cs+] (cesium carbonate), ICC (iodoethane). Run in CN(C=O)C (N,N-dimethylformamide). Conditions: temperature 85 celsius. Yields the product C(C)OC1=CC=C(C=C1)NC(=O)C1=CN(C=2CCCC(C12)=O)CC (N-(4-ethoxyphenyl)-1-ethyl-4-oxo-4,5,6,7-tetrahydro-1H-indole-3-carboxamide). Isolated yield 32.0%. As a reaction SMILES: [CH2:1]([O:3][C:4]1[CH:9]=[CH:8][C:7]([NH:10][C:11]([C:13]2[C:21]3[C:20](=[O:22])[CH2:19][CH2:18][CH2:17][C:16]=3[NH:15][CH:14]=2)=[O:12])=[CH:6][CH:5]=1)[CH3:2].C(=O)([O-])[O-].[K+].[K+].C(=O)([O-])[O-].[Cs+].[Cs+].I[CH2:36][CH3:37]>CN(C)C=O>[CH2:1]([O:3][C:4]1[CH:9]=[CH:8][C:7]([NH:10][C:11]([C:13]2[C:21]3[C:20](=[O:22])[CH2:19][CH2:18][CH2:17][C:16]=3[N:15]([CH2:36][CH3:37])[CH:14]=2)=[O:12])=[CH:6][CH:5]=1)[CH3:2] |f:1.2.3,4.5.6|. Procedure details: A mixture of N-(4-ethoxyphenyl)-4-oxo-4,5,6,7-tetrahydro-1H-indole-3-carboxamide (204 mg, 0.7 mmol), potassium carbonate (188 mg, 1.4 mmol), cesium carbonate (22 mg, 0.1 mmol), and iodoethane (0.08 mL, 1 mmol) in N,N-dimethylformamide was heated at 85° C. for 1 hour. The mixture was cooled and filtered using ethyl acetate. The solid was set aside; the organic layer was washed with water, dried over magnesium sulfate, filtered, concentrated in vacuo, and triturated with diethyl ether to give N-(4... Reactants: NC1=CC=C(C=C1)N1C2=C(NC(CC1=O)=O)C1=CC=CC=C1C=C2 (5-(4-aminophenyl)-1H-naphtho[1,2-b][1,4]diazepine-2,4(3H,5H)-dione), O=C1NC2=C(N(C(C1)=O)C1=CC=C(C(=O)O)C=C1)C=CC1=CC=CC=C12 (4-[2,4-Dioxo-3,4-dihydro-1H-naphtho[2,1-b][1,4]diazepin-5(2H)-yl]benzoic acid), COC1=C(C(=O)Cl)C(=CC=C1)C(F)(F)F (2-methoxy-6-(trifluoromethyl)benzoyl chloride). Product: COC1=C(C(=O)NC2=CC=C(C=C2)N2C3=C(NC(CC2=O)=O)C2=CC=CC=C2C=C3)C(=CC=C1)C(F)(F)F (5-[4-[2-Methoxy-6-(trifluoromethyl)benzoylamino]phenyl]-1H-naphtho[1,2-b][1,4]diazepine-2,4(3H,5H)-dione). Isolated yield 74.0%. RXN SMILES: [NH2:1][C:2]1[CH:7]=[CH:6][C:5]([N:8]2[C:14](=[O:15])[CH2:13][C:12](=[O:16])[NH:11][C:10]3[C:17]4[C:22]([CH:23]=[CH:24][C:9]2=3)=[CH:21][CH:20]=[CH:19][CH:18]=4)=[CH:4][CH:3]=1.[CH3:25][O:26][C:27]1[CH:35]=[CH:34][CH:33]=[C:32]([C:36]([F:39])([F:38])[F:37])[C:28]=1[C:29](Cl)=[O:30].O=C1CC(=O)N(C2C=CC(C(O)=O)=CC=2)C2C=CC3C(C=2N1)=CC=CC=3>>[CH3:25][O:26][C:27]1[CH:35]=[CH:34][CH:33]=[C:32]([C:36]([F:37])([F:38])[F:39])[C:28]=1[C:29]([NH:1][C:2]1[CH:7]=[CH:6][C:5]([N:8]2[C:14](=[O:15])[CH2:13][C:12](=[O:16])[NH:11][C:10]3[C:17]4[C:22]([CH:23]=[CH:24][C:9]2=3)=[CH:21][CH:20]=[CH:19][CH:18]=4)=[CH:4][CH:3]=1)=[O:30]. Reported procedure: By using 5-(4-aminophenyl)-1H-naphtho[1,2-b][1,4]diazepine-2,4(3H,5H)-dione obtained in Example 1, (3), and 2-methoxy-6-(trifluoromethyl)benzoyl chloride, the title compound (yield 74%) was obtained in the same manner as that of Example 1, (4). Starting materials: S1C(=CC=C1)N=C=O (2-thiophene-yl isocyanate), N[C@@H](C)C(=O)NC1C(N(C2=C(C(=N1)C1=CC=CC=C1)C=CC=C2)C)=O (3-[(L-alaninyl)]amino-2,3-dihydro-1-methyl-5-phenyl-1H-1,4-benzodiazepin-2-one). Procedure: Following General Procedure (5-A1) using 2-thiophene-yl isocyanate and 3-[(L-alaninyl)]amino-2,3-dihydro-1-methyl-5-phenyl-1H-1,4-benzodiazepin-2-one, as described in Example 8-B above, the title compound was prepared. The molecular weight as determined by mass spectrometry (FD) was: (M+H). Product: S1C(=CC=C1)CCNC(=O)N[C@@H](C)C(=O)NC1C(N(C2=C(C(=N1)C1=CC=CC=C1)C=CC=C2)C)=O ((N′-((2-(2-Thiophene-yl)ethyl)aminocarbonyl)-L-alaninyl)amino-2,3-dihydro-1-methyl-5-phenyl-1H-1,4-benzodiazepin-2-one). RXN SMILES: [S:1]1[CH:5]=[CH:4][CH:3]=[C:2]1N=C=O.[NH2:9][C@H:10]([C:12]([NH:14][CH:15]1[N:21]=[C:20]([C:22]2[CH:27]=[CH:26][CH:25]=[CH:24][CH:23]=2)[C:19]2[CH:28]=[CH:29][CH:30]=[CH:31][C:18]=2[N:17]([CH3:32])[C:16]1=[O:33])=[O:13])[CH3:11]>>[S:1]1[CH:5]=[CH:4][CH:3]=[C:2]1[CH2:16][CH2:15][NH:14][C:12]([NH:9][C@H:10]([C:12]([NH:14][CH:15]1[N:21]=[C:20]([C:22]2[CH:27]=[CH:26][CH:25]=[CH:24][CH:23]=2)[C:19]2[CH:28]=[CH:29][CH:30]=[CH:31][C:18]=2[N:17]([CH3:32])[C:16]1=[O:33])=[O:13])[CH3:11])=[O:13]. The reactants are CO, CCOC(C)=O, CCCc1c(Cc2ccc(-c3ccccc3C#N)cc2F)c(=O)n(C2CCC3(CC2)OCCO3)c2ncnn12, C1CCOC1, O, Cc1ccc(S(=O)(=O)O)cc1. Yields the product CCCc1c(Cc2ccc(-c3ccccc3C#N)cc2F)c(=O)n(C2CCC(=O)CC2)c2ncnn12. RXN SMILES: [CH3:52][OH:53].[CH3:59][CH2:60][O:61][C:62](=[O:63])[CH3:64].[O:1]1[CH2:3][CH2:2][O:4][C:5]12[CH2:6][CH2:7][CH:8]([n:11]1[c:12]3[n:13]([c:14]([CH2:34][CH2:35][CH3:36])[c:15]([CH2:18][c:19]4[c:20]([F:33])[cH:21][c:22](-[c:25]5[c:26]([C:31]#[N:32])[cH:27][cH:28][cH:29][cH:30]5)[cH:23][cH:24]4)[c:16]1=[O:17])[n:37][cH:38][n:39]3)[CH2:9][CH2:10]2.[O:54]1[CH2:55][CH2:56][CH2:57][CH2:58]1.[OH2:40].[c:41]1([CH3:42])[cH:43][cH:44][c:45]([S:46]([OH:47])(=[O:48])=[O:49])[cH:50][cH:51]1>>[O:4]=[C:5]1[CH2:6][CH2:7][CH:8]([n:11]2[c:12]3[n:13]([c:14]([CH2:34][CH2:35][CH3:36])[c:15]([CH2:18][c:19]4[c:20]([F:33])[cH:21][c:22](-[c:25]5[c:26]([C:31]#[N:32])[cH:27][cH:28][cH:29][cH:30]5)[cH:23][cH:24]4)[c:16]2=[O:17])[n:37][cH:38][n:39]3)[CH2:9][CH2:10]1. Reactants: Cl (hydrochloric acid), P([O-])([O-])([O-])=S.[Na+].[Na+].[Na+] (trisodium phosphorothioate), ice, Cl.CON=C1CN(CC1)C(CCl)=N (2-(3-methoxyiminopyrrolidin-1-yl)-2-iminoethylchloride hydrochloride). Run in O (water). Reaction conditions: time 1 hour. Product: Cl.CON=C1CN(CC1)C(CS)=N (2-(3-methoxyiminopyrrolidin-1-yl)-2-iminoethylmercaptan hydrochloride). The yield is 77.0%. Reaction SMILES: P(=[S:5])([O-])([O-])[O-].[Na+].[Na+].[Na+].Cl.[CH3:10][O:11][N:12]=[C:13]1[CH2:17][CH2:16][N:15]([C:18](=[NH:21])[CH2:19][Cl:20])[CH2:14]1.Cl>O>[ClH:20].[CH3:10][O:11][N:12]=[C:13]1[CH2:17][CH2:16][N:15]([C:18](=[NH:21])[CH2:19][SH:5])[CH2:14]1 |f:0.1.2.3,4.5,8.9|. Procedure: 1.77 g of trisodium phosphorothioate were added to an ice-cooled solution of 2.1 g of 2-(3-methoxyiminopyrrolidin-1-yl)-2-iminoethylchloride hydrochloride in 12 ml of water, and the mixture was stirred at room temperature for about one hour. 9.8 ml of 1N hydrochloric acid were then added, and the mixture was heated at 65° C. for 30 minutes. The resulting solution was concentrated under reduced pressure, the concentrate was mixed with 9.8 ml of isopropanol, insolubles were filtered off, and the f... Reactants: CC(C)(C#N)c1c(Cl)cc(-n2nc(C(=O)O)c(=O)[nH]c2=O)cc1Cl, O=C(O)CS. The product is CC(C)(C#N)c1c(Cl)cc(-n2ncc(=O)[nH]c2=O)cc1Cl. RXN SMILES: [Cl:1][c:2]1[cH:3][c:4](-[n:14]2[n:15][c:16]([C:22]([OH:23])=[O:24])[c:17](=[O:21])[nH:18][c:19]2=[O:20])[cH:5][c:6]([Cl:13])[c:7]1[C:8]([CH3:9])([CH3:10])[C:11]#[N:12].[SH:25][CH2:26][C:27]([OH:28])=[O:29]>>[Cl:1][c:2]1[cH:3][c:4](-[n:14]2[n:15][cH:16][c:17](=[O:21])[nH:18][c:19]2=[O:20])[cH:5][c:6]([Cl:13])[c:7]1[C:8]([CH3:9])([CH3:10])[C:11]#[N:12]. Reactants: OC1=CC=C(C=C1)C(CC1=CC=CC=C1)(C)C1=CC=C(C=C1)O (2,2-bis(4-hydroxyphenyl)-1-phenylpropane), OC1=CC=C(C=C1)C(C)(CC)C1=CC=C(C=C1)O (2,2-bis(4-hydroxyphenyl)butane). Procedure: 2,2-bis(4-hydroxyphenyl)-1-phenylpropane; 2,2-bis(4-hydroxyphenyl)butane; Product: OC1=CC=C(C=C1)C(CCC)(CCC)C1=CC=C(C=C1)O (4,4-bis(4-hydroxyphenyl)-heptane). As a reaction SMILES: [OH:1][C:2]1[CH:7]=[CH:6][C:5]([C:8]([C:17]2[CH:22]=[CH:21][C:20]([OH:23])=[CH:19][CH:18]=2)(C)[CH2:9][C:10]2C=CC=C[CH:11]=2)=[CH:4][CH:3]=1.O[C:25]1[CH:30]=CC(C(C2C=CC(O)=CC=2)(CC)C)=C[CH:26]=1>>[OH:23][C:20]1[CH:19]=[CH:18][C:17]([C:8]([C:5]2[CH:6]=[CH:7][C:2]([OH:1])=[CH:3][CH:4]=2)([CH2:26][CH2:25][CH3:30])[CH2:9][CH2:10][CH3:11])=[CH:22][CH:21]=1.